This data is from the Open Reaction Database (ORD), a public repository of structured organic reaction records. The task is: describe an organic reaction: reactants, conditions, products, and yield Starting materials: O=C([O-])[O-], CC(C)=O, ClCCBr, [K+], [K+], Oc1ccc(Cl)cc1. Yields the product ClCCOc1ccc(Cl)cc1. RXN SMILES: [C:13](=[O:14])([O-:15])[O-:16].[CH3:19][C:20](=[O:21])[CH3:22].[Cl:9][CH2:10][CH2:11][Br:12].[K+:17].[K+:18].[OH:1][c:2]1[cH:3][cH:4][c:5]([Cl:6])[cH:7][cH:8]1>>[O:1]([c:2]1[cH:3][cH:4][c:5]([Cl:6])[cH:7][cH:8]1)[CH2:11][CH2:10][Cl:9]. The reactants are ClCCCOC1=CC=C(C=C1)C1CCC(CC1)=O (4-[4-(3-chloropropoxy)phenyl]cyclohexanone), [BH4-].[Na+] (Sodium borohydride). Run in CO (methanol). Reaction conditions: time 1 hour. The product is ClCCCOC1=CC=C(C=C1)[C@@H]1CC[C@H](CC1)O (trans-4-[4-(3-chloropropoxy)phenyl]cyclohexanol). The yield is 68.2%. As a reaction SMILES: [Cl:1][CH2:2][CH2:3][CH2:4][O:5][C:6]1[CH:11]=[CH:10][C:9]([CH:12]2[CH2:17][CH2:16][C:15](=[O:18])[CH2:14][CH2:13]2)=[CH:8][CH:7]=1.[BH4-].[Na+]>CO>[Cl:1][CH2:2][CH2:3][CH2:4][O:5][C:6]1[CH:11]=[CH:10][C:9]([C@H:12]2[CH2:17][CH2:16][C@H:15]([OH:18])[CH2:14][CH2:13]2)=[CH:8][CH:7]=1 |f:1.2|. Procedure details: A solution of 4-[4-(3-chloropropoxy)phenyl]cyclohexanone (800 mg) in methanol (10 mL) is cooled to a temperature close to 0° C. Sodium borohydride (57 mg) is added and the mixture stirred for one hour at room temperature, then concentrated under reduced pressure. Water (15 mL) is added and the insoluble separated by filtration, rinsed with diethyl ether and dried under reduced pressure to give 550 mg of trans-4-[4-(3-chloropropoxy)phenyl]cyclohexanol as a white solid used without further purific... Starting materials: COC1=NC2=CC(=CC(=C2N=C1OC)C)F (2,3-dimethoxy-7-fluoro-5-methylquinoxaline), BrN1C(CCC1=O)=O (N-bromosuccinimide), azoisobutyronitrile. Run in C(Cl)(Cl)(Cl)Cl (carbon tetrachloride). Product: BrCC1=C2N=C(C(=NC2=CC(=C1)F)OC)OC (5-Bromomethyl-2,3-dimethoxy-7-fluoroquinoxaline). RXN SMILES: [CH3:1][O:2][C:3]1[C:12]([O:13][CH3:14])=[N:11][C:10]2[C:5](=[CH:6][C:7]([F:16])=[CH:8][C:9]=2[CH3:15])[N:4]=1.[Br:17]N1C(=O)CCC1=O>C(Cl)(Cl)(Cl)Cl>[Br:17][CH2:15][C:9]1[CH:8]=[C:7]([F:16])[CH:6]=[C:5]2[C:10]=1[N:11]=[C:12]([O:13][CH3:14])[C:3]([O:2][CH3:1])=[N:4]2. Procedure: 8.4 g (37.8 mmol) of 2,3-dimethoxy-7-fluoro-5-methylquinoxaline, 7.4 g (41.6 mmol) of N-bromosuccinimide and 0.63 g (0.38 mmol) of azoisobutyronitrile are introduced into 140 ml of carbon tetrachloride and stirred at reflux for 6 hours. The reaction mixture is cooled and concentrated, and the residue is taken up in diethyl ether. The suspension is filtered off and the mother liquor is concentrated again. The remaining crude product is recrystallized from hexane. The title compound is obtained as... Reactants: ClCCl, O=C(O)C(F)(F)F, CC(C)(C)OC(=O)N1CC(Nc2nc(-c3ccc(NC(=O)Nc4cccnc4)cc3)nc(N3CCOCC3)n2)C1. The product is O=C(Nc1ccc(-c2nc(NC3CNC3)nc(N3CCOCC3)n2)cc1)Nc1cccnc1. RXN SMILES: [Cl:48][CH2:49][Cl:50].[F:41][C:42]([F:43])([F:44])[C:45]([OH:46])=[O:47].[O:1]1[CH2:2][CH2:3][N:4]([c:7]2[n:8][c:9]([NH:29][CH:30]3[CH2:31][N:32]([C:34]([O:35][C:36]([CH3:37])([CH3:38])[CH3:39])=[O:40])[CH2:33]3)[n:10][c:11](-[c:13]3[cH:14][cH:15][c:16]([NH:19][C:20]([NH:21][c:22]4[cH:23][n:24][cH:25][cH:26][cH:27]4)=[O:28])[cH:17][cH:18]3)[n:12]2)[CH2:5][CH2:6]1>>[O:1]1[CH2:2][CH2:3][N:4]([c:7]2[n:8][c:9]([NH:29][CH:30]3[CH2:31][NH:32][CH2:33]3)[n:10][c:11](-[c:13]3[cH:14][cH:15][c:16]([NH:19][C:20]([NH:21][c:22]4[cH:23][n:24][cH:25][cH:26][cH:27]4)=[O:28])[cH:17][cH:18]3)[n:12]2)[CH2:5][CH2:6]1. Reactants: BrCC(CS(=O)(=O)C1=CC=CC=C1)=O (1-bromo-3-phenylsulfonylpropan-2-one), product, N1C=NC=C1 (imidazole). Solvent: C(Cl)Cl (methylene chloride), C(Cl)Cl (methylene chloride). Conditions: time 8 hour. The product is N1(C=NC=C1)CC(CS(=O)(=O)C1=CC=CC=C1)=O (1-(1-Imidazolyl)-3-phenylsulfonylpropan-2-one). As a reaction SMILES: Br[CH2:2][C:3](=[O:14])[CH2:4][S:5]([C:8]1[CH:13]=[CH:12][CH:11]=[CH:10][CH:9]=1)(=[O:7])=[O:6].[NH:15]1[CH:19]=[CH:18][N:17]=[CH:16]1>C(Cl)Cl>[N:15]1([CH2:2][C:3](=[O:14])[CH2:4][S:5]([C:8]2[CH:13]=[CH:12][CH:11]=[CH:10][CH:9]=2)(=[O:7])=[O:6])[CH:19]=[CH:18][N:17]=[CH:16]1. Reported procedure: To a suspension of 50 g (0.180 mole) finely ground 1-bromo-3-phenylsulfonylpropan-2-one (the product of Example 10) in 125 ml methylene chloride cooled to about 0°-5° C., 36.8 g (0.54 mole) imidazole in 300 ml methylene chloride were added dropwise. The reaction mixture was maintained at 0°-5° C. for one hour, allowed to warm to room temperature and was stirred overnight. The methylene chloride was removed in vacuo at room temperature. The resulting oil was partitioned with 200 ml water and 200 ...